This data is from the Open Reaction Database (ORD), a public repository of structured organic reaction records. The task is: describe an organic reaction: reactants, conditions, products, and yield Starting materials: FC1=CC=C(C=C1)N1N=CC2=CC(=CC=C12)C(C(CO)(C)C)C1=CC=CC=C1 (3-(1-(4-Fluorophenyl)-1H-indazol-5-yl)-2,2-dimethyl-3-phenylpropan-1-ol), C(=O)(C=1NC=CN1)C=1NC=CN1 (carbonyl diimidazole), FC(CN)(F)F (2,2,2-trifluoroethanamine), FC(CN)(F)F (2,2,2-trifluoroethanamine). Reagents/catalysts: CN(C1=CC=NC=C1)C (N,N-dimethylpyridin-4-amine). Run in C1CCOC1 (THF). Conditions: temperature 50 celsius, time 14 hour. The product is FC(CNC(OCC(C(C1=CC=CC=C1)C=1C=C2C=NN(C2=CC1)C1=CC=C(C=C1)F)(C)C)=O)(F)F (3-(1-(4-Fluorophenyl)-1H-indazol-5-yl)-2,2-dimethyl-3-phenylpropyl 2,2,2-trifluoroethylcarbamate). The yield is 8.1%. As a reaction SMILES: [F:1][C:2]1[CH:7]=[CH:6][C:5]([N:8]2[C:16]3[C:11](=[CH:12][C:13]([CH:17]([C:23]4[CH:28]=[CH:27][CH:26]=[CH:25][CH:24]=4)[C:18]([CH3:22])([CH3:21])[CH2:19][OH:20])=[CH:14][CH:15]=3)[CH:10]=[N:9]2)=[CH:4][CH:3]=1.[C:29](C1NC=CN=1)(C1NC=CN=1)=[O:30].[F:41][C:42]([F:46])([F:45])[CH2:43][NH2:44]>C1COCC1.CN(C)C1C=CN=CC=1>[F:41][C:42]([F:46])([F:45])[CH2:43][NH:44][C:29](=[O:30])[O:20][CH2:19][C:18]([CH3:22])([CH3:21])[CH:17]([C:13]1[CH:12]=[C:11]2[C:16](=[CH:15][CH:14]=1)[N:8]([C:5]1[CH:4]=[CH:3][C:2]([F:1])=[CH:7][CH:6]=1)[N:9]=[CH:10]2)[C:23]1[CH:24]=[CH:25][CH:26]=[CH:27][CH:28]=1. Reported procedure: 3-(1-(4-Fluorophenyl)-1H-indazol-5-yl)-2,2-dimethyl-3-phenylpropan-1-ol (prepared from LiAlH4 reduction of methyl 3-(1-(4-fluorophenyl)-1H-indazol-5-yl)-2,2-dimethyl-3-phenylpropanoate in Example 1(g)) (37 mg) in THF (1 ml) was treated with carbonyl diimidazole (29 mg, 0.176 mmol) at room temperature overnight. To the reaction solution was added 2,2,2-trifluoroethanamine (26 mg, 0.264 mmol). The reaction was heated at 50° C. for 14 hours. Additional 2,2,2-trifluoroethanamine 26 mg, 0.264 mmol) w... The reactants are [I-].C(CCC)[N+]1=C(SC(=C1C)C)C (3-butyl-2,4,5-trimethylthiazol-3-ium iodide), TEA, ClC1=C(C(=O)Cl)C=CC(=C1)Cl (2,4-dichlorobenzoyl chloride). Reagents/catalysts: CN(C)C=1C=CN=CC1 (DMAP). Reaction conditions: time 8 hour. Yields the product C(CCC)N1/C(/SC(=C1C)C)=C/C(=O)C1=C(C=C(C=C1)Cl)Cl ((2Z)-2-(3-butyl-4,5-dimethyl-1,3-thiazol-2(3H)-ylidene)-1-(2,4-dichlorophenyl)ethanone). As a reaction SMILES: [I-].[CH2:2]([N+:6]1[C:10]([CH3:11])=[C:9]([CH3:12])[S:8][C:7]=1[CH3:13])[CH2:3][CH2:4][CH3:5].[Cl:14][C:15]1[CH:23]=[C:22]([Cl:24])[CH:21]=[CH:20][C:16]=1[C:17](Cl)=[O:18]>CN(C1C=CN=CC=1)C>[CH2:2]([N:6]1[C:10]([CH3:11])=[C:9]([CH3:12])[S:8]/[C:7]/1=[CH:13]\[C:17]([C:16]1[CH:20]=[CH:21][C:22]([Cl:24])=[CH:23][C:15]=1[Cl:14])=[O:18])[CH2:3][CH2:4][CH3:5] |f:0.1|. Procedure: In a 20 mL vial 3-butyl-2,4,5-trimethylthiazol-3-ium iodide (48 mg in 0.5 mL DMA, 0.16 mmol, 1 equiv.) was added, followed by TEA (38 mg in 0.5 mL DMA, 0.37 mmol, 2.4 equiv.) and the solution went black. DMAP (2 mg in 0.5 mL DMA, 0.016 mmol, 0.1 equiv) was added next, followed by 2,4-dichlorobenzoyl chloride (0.9 mL of 0.2M in DMA, 1.2 equiv). The mixture was shaken overnight at room temperature and then concentrated in vacuo. The resulting residue was taken up in 1:1 DMSO/MeOH and purified by r... Reaction conditions: time 3 hour. Reactants: C(C1=CC=CC=C1)N1CC(C(C1)C1=CSC=C1)C=O (1-benzyl-3-(SR)-formyl-4-(RS)-(3-thienyl)pyrrolidine), C1(=CC=CC=C1)C1CCNCC1 (4-phenylpiperidine), C(C)(=O)O[BH-](OC(C)=O)OC(C)=O.[Na+] (sodium triacetoxyborohydride). As a reaction SMILES: [CH2:1]([N:8]1[CH2:12][CH:11]([C:13]2[CH:17]=[CH:16][S:15][CH:14]=2)[CH:10]([CH:18]=O)[CH2:9]1)[C:2]1[CH:7]=[CH:6][CH:5]=[CH:4][CH:3]=1.[C:20]1([CH:26]2[CH2:31][CH2:30][NH:29][CH2:28][CH2:27]2)[CH:25]=[CH:24][CH:23]=[CH:22][CH:21]=1.C(O[BH-](OC(=O)C)OC(=O)C)(=O)C.[Na+]>ClC(Cl)C.CCN(CC)CC>[CH2:1]([N:8]1[CH2:12][CH:11]([C:13]2[CH:17]=[CH:16][S:15][CH:14]=2)[CH:10]([CH2:18][N:29]2[CH2:30][CH2:31][CH:26]([C:20]3[CH:25]=[CH:24][CH:23]=[CH:22][CH:21]=3)[CH2:27][CH2:28]2)[CH2:9]1)[C:2]1[CH:7]=[CH:6][CH:5]=[CH:4][CH:3]=1 |f:2.3|. The product is C(C1=CC=CC=C1)N1CC(C(C1)C1=CSC=C1)CN1CCC(CC1)C1=CC=CC=C1 (1-Benzyl-3-(RS)-(4-phenylpiperidinylmethyl)-4-(RS)-(3-thienyl)pyrrolidine). Procedure details: To a solution of 0.13 g (0.48 mmol) of 1-benzyl-3-(SR)-formyl-4-(RS)-(3-thienyl)pyrrolidine and 0.13 g (0.67 mmol) of 4-phenylpiperidine in 2 mL of dichloroethane and 0.1 mL of Et3N at rt was added 0.21 g (0.96 mmol) of sodium triacetoxyborohydride. After stirring for 3 h at rt, the reaction mixture was partitioned between CH2Cl2 and sat'd NaHCO3. The organic fraction was dried over Na2SO4, filtered and the filtrate was concentrated. The residue was purified by chomatography (silica, acetone: he... Solvent: ClC(C)Cl (dichloroethane), CCN(CC)CC (Et3N). Isolated yield 115.0%. Reactants: CS(C)=O, [Cl-], CCOC(=O)C(C(=O)OCC)c1ncccc1F, [Na+], O. Yields the product CCOC(=O)Cc1ncccc1F. Reaction SMILES: [CH3:19][S:20](=[O:21])[CH3:22].[Cl-:24].[F:1][c:2]1[c:3]([CH:8]([C:9](=[O:10])[O:11][CH2:12][CH3:13])[C:14]([O:15][CH2:16][CH3:17])=[O:18])[n:4][cH:5][cH:6][cH:7]1.[Na+:23].[OH2:25]>>[F:1][c:2]1[c:3]([CH2:8][C:9](=[O:10])[O:11][CH2:12][CH3:13])[n:4][cH:5][cH:6][cH:7]1.